This data is from the Open Reaction Database (ORD), a public repository of structured organic reaction records. The task is: describe an organic reaction: reactants, conditions, products, and yield Reactants: CCOC(=O)C.C(Cl)Cl (EtOAc DCM), ClC(=O)OCC1=CC=CC=C1 (Benzyl chloroformate), CCN(C(C)C)C(C)C (DIPEA), Cl.COC(=O)[C@@H]1CCCCOC=2C=CC(C[C@@H](C(N[C@H](C(N1)=O)C(C)C)=O)N)=CC2 ((7S,10S,13S)-13-Amino-10-isopropyl-9,12-dioxo-2-oxa-8,11-diaza-bicyclo[13.2.2]nonadeca-1-(18),15(19),16-triene-7-carboxylic acid methyl ester hydrogen chloride salt). The solvent is CN(C)C=O (DMF). Reaction conditions: time 18 hour. The product is COC(=O)[C@@H]1CCCCOC=2C=CC(C[C@@H](C(N[C@H](C(N1)=O)CC(C)C)=O)NC(=O)OCC1=CC=CC=C1)=CC2 ((7S,10S,13S)-13-Benzyloxycarbonylamino-10-isobutyl-9,12-dioxo-2-oxa-8,11-diaza-bicyclo-[13.2.2]nonadeca-1(18),15(19),16-triene-7-carboxylic acid methyl ester). RXN SMILES: Cl.[CH3:2][O:3][C:4]([C@H:6]1[NH:22][C:21](=[O:23])[C@H:20](C(C)C)[NH:19][C:18](=[O:27])[C@@H:17]([NH2:28])[CH2:16][C:15]2=[CH:29][CH:30]=[C:12]([CH:13]=[CH:14]2)[O:11][CH2:10][CH2:9][CH2:8][CH2:7]1)=[O:5].Cl[C:32]([O:34][CH2:35][C:36]1[CH:41]=[CH:40][CH:39]=[CH:38][CH:37]=1)=[O:33].CCN([CH:48]([CH3:50])[CH3:49])C(C)C.[CH3:51]COC(C)=O.C(Cl)Cl>CN(C=O)C>[CH3:2][O:3][C:4]([C@H:6]1[NH:22][C:21](=[O:23])[C@H:20]([CH2:49][CH:48]([CH3:50])[CH3:51])[NH:19][C:18](=[O:27])[C@@H:17]([NH:28][C:32]([O:34][CH2:35][C:36]2[CH:41]=[CH:40][CH:39]=[CH:38][CH:37]=2)=[O:33])[CH2:16][C:15]2=[CH:29][CH:30]=[C:12]([CH:13]=[CH:14]2)[O:11][CH2:10][CH2:9][CH2:8][CH2:7]1)=[O:5] |f:0.1,4.5|. Procedure details: Amine 47 (65 mg) was dissolved in anhydrous DMF (30 mL). Benzyl chloroformate (0.29 mL) and DIPEA (0.75 mL) were added and the reaction mixture was stirred at rt for 18 h before being partitioned between chloroform and 1M hydrochloric acid. The aqueous phase was extracted three more times with chloroform and the combined organic extracts were dried (MgSO4), filtered and concentrated in vacuo. Purification was achieved using flash chromatography, eluting with a gradient of 15% EtOAc/DCM to 50% Et... Starting materials: NC=1C=CC(=C(C1)C(C)=O)Cl (1-(5-Amino-2-chlorophenyl)ethanone), O (water), Heterocycles, N1=CC=CC=C1 (pyridine), CS(=O)(=O)Cl (methanesulfonyl chloride). Run in C1(=CC=CC=C1)C (toluene). Reaction conditions: time 50 minute. Yields the product C(C)(=O)C=1C=C(C=CC1Cl)NS(=O)(=O)C (N-(3-acetyl-4-chlorophenyl)methanesulfonamide). As a reaction SMILES: [NH2:1][C:2]1[CH:3]=[CH:4][C:5]([Cl:11])=[C:6]([C:8](=[O:10])[CH3:9])[CH:7]=1.N1C=CC=CC=1.[CH3:18][S:19](Cl)(=[O:21])=[O:20].O>C1(C)C=CC=CC=1>[C:8]([C:6]1[CH:7]=[C:2]([NH:1][S:19]([CH3:18])(=[O:21])=[O:20])[CH:3]=[CH:4][C:5]=1[Cl:11])(=[O:10])[CH3:9]. Procedure details: 1-(5-Amino-2-chlorophenyl)ethanone (411 mg; synthesized by the process reported by Radziejewski et al., Heterocycles, vol. 26, pp. 1227-1238 (1987)) was dissolved in toluene (5 mL), and pyridine (235 μL) and methanesulfonyl chloride (225 μL) were added. The resulting mixture was stirred at room temperature for 50 minutes. After adding water (50 mL), the reaction mixture was extracted with ethyl acetate (500 mL). The organic layer was washed with an aqueous 1 N hydrochloric acid solution (50 mL) ... The reactants are C(C)(C)(C)OC(=O)N(CCC1=CC=C(C=C1)C1=CC(=C(C=C1)CC(=O)OCC)OC1CCCCC1)C[C@@H](C1=CC=CC=C1)O (ethyl [4′-[2-[(tert-butoxycarbonyl)-[(2R)-2-hydroxy-2-phenylethyl]amino]ethyl]-3-cyclohexyloxy-4-biphenylyl]acetate), [OH-].[Na+] (sodium hydroxide), Cl (hydrochloric acid). Run in C(C)O (ethanol), C(C)O (ethanol). Run at time 8 hour. Yields the product C(C)(C)(C)OC(=O)N(CCC1=CC=C(C=C1)C1=CC(=C(C=C1)CC(=O)O)OC1CCCCC1)C[C@@H](C1=CC=CC=C1)O ([4′-[2-[(tert-butoxycarbonyl)[(2R)-2-hydroxy-2-phenylethyl]amino]ethyl]-3-cyclohexyloxy-4-biphenylyl]-acetic acid). Yield: 85.4%. As a reaction SMILES: [C:1]([O:5][C:6]([N:8]([CH2:36][C@H:37]([OH:44])[C:38]1[CH:43]=[CH:42][CH:41]=[CH:40][CH:39]=1)[CH2:9][CH2:10][C:11]1[CH:16]=[CH:15][C:14]([C:17]2[CH:22]=[CH:21][C:20]([CH2:23][C:24]([O:26]CC)=[O:25])=[C:19]([O:29][CH:30]3[CH2:35][CH2:34][CH2:33][CH2:32][CH2:31]3)[CH:18]=2)=[CH:13][CH:12]=1)=[O:7])([CH3:4])([CH3:3])[CH3:2].[OH-].[Na+].Cl>C(O)C>[C:1]([O:5][C:6]([N:8]([CH2:36][C@H:37]([OH:44])[C:38]1[CH:43]=[CH:42][CH:41]=[CH:40][CH:39]=1)[CH2:9][CH2:10][C:11]1[CH:12]=[CH:13][C:14]([C:17]2[CH:22]=[CH:21][C:20]([CH2:23][C:24]([OH:26])=[O:25])=[C:19]([O:29][CH:30]3[CH2:35][CH2:34][CH2:33][CH2:32][CH2:31]3)[CH:18]=2)=[CH:15][CH:16]=1)=[O:7])([CH3:4])([CH3:2])[CH3:3] |f:1.2|. Reported procedure: To a solution of ethyl [4′-[2-[(tert-butoxycarbonyl)-[(2R)-2-hydroxy-2-phenylethyl]amino]ethyl]-3-cyclohexyloxy-4-biphenylyl]acetate (441 mg) in ethanol (4.4 ml) was added 1N sodium hydroxide (1.83 ml) at room temperature, and the mixture was stirred at the same temperature for 8 hours. To the resulting mixture was added 1N hydrochloric acid (1.83 ml), and ethanol was removed by evaporation under reduced pressure. To the aqueous mixture was added ethyl acetate and water. After separation, the or... Starting materials: [C-]#N.[Na+] (NaCN), BrC1=C(C(=CC=C1)F)C (2-bromo-6-fluorotoluene), C1CC(=O)N(C1=O)Br (NBS), CC(C)(C#N)N=NC(C)(C)C#N (VAZO). Solvent: O (water), C(Cl)(Cl)(Cl)Cl (CCl4). Conditions: time 8 hour. Product: BrC1=C(C(=CC=C1)F)CC#N (2-(2-Bromo-6-fluorophenyl)acetonitrile). Isolated yield 69.0%. As a reaction SMILES: [Br:1][C:2]1[CH:7]=[CH:6][CH:5]=[C:4]([F:8])[C:3]=1[CH3:9].C1C(=O)[N:14](Br)[C:12](=O)C1.CC(N=NC(C#N)(C)C)(C#N)C.[C-]#N.[Na+]>C(Cl)(Cl)(Cl)Cl.O>[Br:1][C:2]1[CH:7]=[CH:6][CH:5]=[C:4]([F:8])[C:3]=1[CH2:9][C:12]#[N:14] |f:3.4|. Procedure details: A suspension of 2-bromo-6-fluorotoluene (5.00 g, 26.45 mmol), NBS (5.18 g, 29.10 mmol), and VAZO (323 mg, 1.32 mmol) in CCl4 (100 mL) was heated to reflux under vigoroue stirring overnight. The reaction mixture was cooled to room temperature, concentrated and the residue was removed by filtration. The filtrate was concentrated and the residue was re-dissolved in ethanol (90 mL), treated with a solution of NaCN (2.59 g, 52.9 mmol) in water (20 mL) and the combined mixture was heated to reflux for...